The task is: describe an organic reaction: reactants, conditions, products, and yield. This data is from the Open Reaction Database (ORD), a public repository of structured organic reaction records. The reactants are CC(C)(C)c1ccc(S(=O)(=O)N(CC(=O)O)c2ccccc2C(N)=O)cc1, COc1cccc(CNC2CC2)c1. Product: COc1cccc(CN(C(=O)CN(c2ccccc2C(N)=O)S(=O)(=O)c2ccc(C(C)(C)C)cc2)C2CC2)c1. RXN SMILES: [C:1]([CH3:2])([CH3:3])([CH3:4])[c:5]1[cH:6][cH:7][c:8]([S:11](=[O:12])(=[O:13])[N:14]([c:15]2[c:16]([C:21]([NH2:22])=[O:23])[cH:17][cH:18][cH:19][cH:20]2)[CH2:24][C:25](=[O:26])[OH:27])[cH:9][cH:10]1.[CH:28]1([NH:31][CH2:32][c:33]2[cH:34][c:35]([O:39][CH3:40])[cH:36][cH:37][cH:38]2)[CH2:29][CH2:30]1>>[C:1]([CH3:2])([CH3:3])([CH3:4])[c:5]1[cH:6][cH:7][c:8]([S:11](=[O:12])(=[O:13])[N:14]([c:15]2[c:16]([C:21]([NH2:22])=[O:23])[cH:17][cH:18][cH:19][cH:20]2)[CH2:24][C:25](=[O:26])[N:31]([CH:28]2[CH2:29][CH2:30]2)[CH2:32][c:33]2[cH:34][c:35]([O:39][CH3:40])[cH:36][cH:37][cH:38]2)[cH:9][cH:10]1. Reactants: C1COCCO1, CO, Cl, [Na+], C1COCCO1, O=C([O-])O, CON(CCCN(C)C(=O)OC(C)(C)C)C(=O)c1ccc(NCCCCCC(=O)N(C)CCN2CCC(OC(=O)Nc3ccccc3-c3ccccc3)CC2)cc1. The product is CNCCCN(OC)C(=O)c1ccc(NCCCCCC(=O)N(C)CCN2CCC(OC(=O)Nc3ccccc3-c3ccccc3)CC2)cc1. As a reaction SMILES: [CH2:70]1[O:71][CH2:72][CH2:73][O:74][CH2:75]1.[CH3:76][OH:77].[ClH:64].[Na+:65].[O:58]1[CH2:59][CH2:60][O:61][CH2:62][CH2:63]1.[OH:66][C:67](=[O:68])[O-:69].[c:1]1(-[c:52]2[cH:53][cH:54][cH:55][cH:56][cH:57]2)[c:2]([NH:7][C:8]([O:9][CH:10]2[CH2:11][CH2:12][N:13]([CH2:16][CH2:17][N:18]([CH3:19])[C:20]([CH2:21][CH2:22][CH2:23][CH2:24][CH2:25][NH:26][c:27]3[cH:28][cH:29][c:30]([C:33]([N:34]([O:35][CH3:36])[CH2:37][CH2:38][CH2:39][N:40]([CH3:41])[C:42]([O:43][C:44]([CH3:45])([CH3:46])[CH3:47])=[O:48])=[O:49])[cH:31][cH:32]3)=[O:50])[CH2:14][CH2:15]2)=[O:51])[cH:3][cH:4][cH:5][cH:6]1>>[c:1]1(-[c:52]2[cH:53][cH:54][cH:55][cH:56][cH:57]2)[c:2]([NH:7][C:8]([O:9][CH:10]2[CH2:11][CH2:12][N:13]([CH2:16][CH2:17][N:18]([CH3:19])[C:20]([CH2:21][CH2:22][CH2:23][CH2:24][CH2:25][NH:26][c:27]3[cH:28][cH:29][c:30]([C:33]([N:34]([O:35][CH3:36])[CH2:37][CH2:38][CH2:39][NH:40][CH3:41])=[O:49])[cH:31][cH:32]3)=[O:50])[CH2:14][CH2:15]2)=[O:51])[cH:3][cH:4][cH:5][cH:6]1. Starting materials: BrCC(=O)C1=C2C=CC(NC2=C(C=C1)OCC1=CC=CC=C1)=O (5-bromoacetyl-8-benzyloxycarbostyril), COC1=CC=C(C=C1)CC(C)N (N-(2-(p-methoxyphenyl)-1-methylethyl)amine), C([O-])(O)=O.[Na+] (sodium bicarbonate), C(Cl)Cl (methylene chloride). Solvent: CN(C=O)C (dimethylformamide). Yields the product Cl.C(C1=CC=CC=C1)OC=1C=CC(=C2C=CC(NC12)=O)C(CNC(CC1=CC=C(C=C1)OC)C)=O (8-benzyloxy-5-{1-oxo-2-[N-(2-(p-methoxypheyl)-1-methylethyl)amino]ethyl}carbostyril hydrochloride). Yield: 71.6%. RXN SMILES: Br[CH2:2][C:3]([C:5]1[CH:14]=[CH:13][C:12]([O:15][CH2:16][C:17]2[CH:22]=[CH:21][CH:20]=[CH:19][CH:18]=2)=[C:11]2[C:6]=1[CH:7]=[CH:8][C:9](=[O:23])[NH:10]2)=[O:4].[CH3:24][O:25][C:26]1[CH:31]=[CH:30][C:29]([CH2:32][CH:33]([NH2:35])[CH3:34])=[CH:28][CH:27]=1.C(=O)(O)[O-].[Na+].C(Cl)[Cl:42]>CN(C)C=O>[ClH:42].[CH2:16]([O:15][C:12]1[CH:13]=[CH:14][C:5]([C:3](=[O:4])[CH2:2][NH:35][CH:33]([CH3:34])[CH2:32][C:29]2[CH:30]=[CH:31][C:26]([O:25][CH3:24])=[CH:27][CH:28]=2)=[C:6]2[C:11]=1[NH:10][C:9](=[O:23])[CH:8]=[CH:7]2)[C:17]1[CH:22]=[CH:21][CH:20]=[CH:19][CH:18]=1 |f:2.3,6.7|. Procedure details: A mixture of 3.72 g of 5-bromoacetyl-8-benzyloxycarbostyril, 3.3 g of N-(2-(p-methoxyphenyl)-1-methylethyl)amine, 2.6 g of sodium bicarbonate, 10 ml of methylene chloride and 2 ml of dimethylformamide is refluxed for 30 minutes under stirring. The mixture is concentrated under reduced pressure to remove solvent. The residue is extracted with chloroform, and the extract is washed with 10% hydrochloric acid, dried and then concentrated under reduced pressure to remove solvent. The residue is rcrys... RXN SMILES: [C:50].[CH2:1]([c:2]1[cH:3][cH:4][cH:5][cH:6][cH:7]1)[O:8][c:9]1[c:10]([C:11](=[O:12])[NH:13][c:14]2[c:15]([C:16](=[O:17])[O:18][CH3:19])[cH:20][cH:21][c:22](-[c:24]3[cH:25][cH:26][cH:27][cH:28][cH:29]3)[cH:23]2)[cH:30][c:31]([O:34][CH2:35][CH2:36][N:37]([CH2:38][CH3:39])[CH2:40][CH3:41])[cH:32][cH:33]1.[CH3:42][OH:43].[CH3:44][CH2:45][O:46][C:47](=[O:48])[CH3:49].[Pd:51]>>[OH:8][c:9]1[c:10]([C:11](=[O:12])[NH:13][c:14]2[c:15]([C:16](=[O:17])[O:18][CH3:19])[cH:20][cH:21][c:22](-[c:24]3[cH:25][cH:26][cH:27][cH:28][cH:29]3)[cH:23]2)[cH:30][c:31]([O:34][CH2:35][CH2:36][N:37]([CH2:38][CH3:39])[CH2:40][CH3:41])[cH:32][cH:33]1. The reactants are C, CCN(CC)CCOc1ccc(OCc2ccccc2)c(C(=O)Nc2cc(-c3ccccc3)ccc2C(=O)OC)c1, CO, CCOC(C)=O, [Pd]. The product is CCN(CC)CCOc1ccc(O)c(C(=O)Nc2cc(-c3ccccc3)ccc2C(=O)OC)c1. As a reaction SMILES: [CH3:23][C:24](=[O:25])[OH:26].[ClH:22].[OH2:27].[c:1]1(-[c:7]2[cH:8][c:9](-[c:12]3[cH:13][cH:14][c:15]([C:16](=[O:17])[O:18][CH3:19])[cH:20][cH:21]3)[n:10][o:11]2)[cH:2][cH:3][cH:4][cH:5][cH:6]1>>[c:1]1(-[c:7]2[cH:8][c:9](-[c:12]3[cH:13][cH:14][c:15]([C:16](=[O:17])[OH:18])[cH:20][cH:21]3)[n:10][o:11]2)[cH:2][cH:3][cH:4][cH:5][cH:6]1. Product: O=C(O)c1ccc(-c2cc(-c3ccccc3)on2)cc1. Starting materials: CC(=O)O, Cl, O, COC(=O)c1ccc(-c2cc(-c3ccccc3)on2)cc1. The reactants are OBO, O=Cc1ccc(Br)cc1, COc1ccccc1CN(C(=O)c1sc2c(F)ccc(F)c2c1Cl)C1CCC(N(C)C(=O)OC(C)(C)C)CC1. The product is COc1ccc(-c2ccc(C=O)cc2)cc1CN(C(=O)c1sc2c(F)ccc(F)c2c1Cl)C1CCC(N(C)C(=O)OC(C)(C)C)CC1. RXN SMILES: [BH:1]([OH:2])[OH:3].[Br:43][c:44]1[cH:45][cH:46][c:47]([CH:48]=[O:49])[cH:50][cH:51]1.[C:4](=[O:5])([O:6][C:7]([CH3:8])([CH3:9])[CH3:10])[N:11]([CH:12]1[CH2:13][CH2:14][CH:15]([N:18]([C:19](=[O:20])[c:21]2[c:22]([Cl:32])[c:23]3[c:24]([s:25]2)[c:26]([F:31])[cH:27][cH:28][c:29]3[F:30])[CH2:33][c:34]2[cH:35][cH:36][cH:37][cH:38][c:39]2[O:40][CH3:41])[CH2:16][CH2:17]1)[CH3:42]>>[C:4](=[O:5])([O:6][C:7]([CH3:8])([CH3:9])[CH3:10])[N:11]([CH:12]1[CH2:13][CH2:14][CH:15]([N:18]([C:19](=[O:20])[c:21]2[c:22]([Cl:32])[c:23]3[c:24]([s:25]2)[c:26]([F:31])[cH:27][cH:28][c:29]3[F:30])[CH2:33][c:34]2[cH:35][c:36](-[c:44]3[cH:45][cH:46][c:47]([CH:48]=[O:49])[cH:50][cH:51]3)[cH:37][cH:38][c:39]2[O:40][CH3:41])[CH2:16][CH2:17]1)[CH3:42].